Dataset: the Open Reaction Database (ORD), a public repository of structured organic reaction records. Task: describe an organic reaction: reactants, conditions, products, and yield The reactants are N(=NC(=O)OCC)C(=O)OCC (diethyl azodicarboxylate), C1(=CC=CC=C1)P(C1=CC=CC=C1)C1=CC=CC=C1 (triphenylphosphine), C1(C=2C(C(N1)=O)=CC=CC2)=O (phthalimide), [N+](=O)([O-])C=1C=C(CCO)C=CC1 (3-nitrophenethyl alcohol). Run in O1CCCC1 (tetrahydrofuran). Conditions: time 1 hour. Product: [N+](=O)([O-])C=1C=C(CCN2C(C=3C(C2=O)=CC=CC3)=O)C=CC1 (N-(3-nitrophenethyl)phthalimide). Reaction SMILES: [N+:1]([C:4]1[CH:5]=[C:6]([CH:10]=[CH:11][CH:12]=1)[CH2:7][CH2:8]O)([O-:3])=[O:2].C1(P(C2C=CC=CC=2)C2C=CC=CC=2)C=CC=CC=1.[C:32]1(=[O:42])[NH:36][C:35](=[O:37])[C:34]2=[CH:38][CH:39]=[CH:40][CH:41]=[C:33]12.N(C(OCC)=O)=NC(OCC)=O>O1CCCC1>[N+:1]([C:4]1[CH:5]=[C:6]([CH:10]=[CH:11][CH:12]=1)[CH2:7][CH2:8][N:36]1[C:35](=[O:37])[C:34]2=[CH:38][CH:39]=[CH:40][CH:41]=[C:33]2[C:32]1=[O:42])([O-:3])=[O:2]. Procedure: In tetrahydrofuran (225 ml) was dissolved 15 g of 3-nitrophenethyl alcohol, followed by adding triphenylphosphine (26 g) and phthalimide (13.9 g). Then, the resulting mixture was ice-cooled, followed by dropwise addition of diethyl azodicarboxylate (15.5 ml). After stirring at room temperature for 1 hour, the resulting crystals were collected by filtration, washed with diethyl ether and dried, to give N-(3-nitrophenethyl)phthalimide as colorless crystals. Starting materials: Cl.C(C)OCC (hydrochloric acid ethyl ether), CN(C=1C=C(CCN(C)CCN2C3=C(OCC4=C2C=CC=C4)C=CC=C3)C=CC1)C (5,11-dihydro-5-[2-[N-(3-dimethylaminophenethyl)-N-methylamino]ethyl]dibenzo[b,e][1,4]oxazepine). Run at time 1 hour. Yields the product Cl.Cl.CN(C=1C=C(CCN(C)CCN2C3=C(OCC4=C2C=CC=C4)C=CC=C3)C=CC1)C (5,11-Dihydro-5-[2-[N-(3-dimethylaminophenethyl)-N-methylamino]ethyl]dibenzo[b,e][1,4]oxazepine Dihydrochloride), crystals. Isolated yield 81.0%. As a reaction SMILES: [ClH:1].C(OCC)C.[CH3:7][N:8]([CH3:36])[C:9]1[CH:10]=[C:11]([CH:33]=[CH:34][CH:35]=1)[CH2:12][CH2:13][N:14]([CH2:16][CH2:17][N:18]1[C:24]2[CH:25]=[CH:26][CH:27]=[CH:28][C:23]=2[CH2:22][O:21][C:20]2[CH:29]=[CH:30][CH:31]=[CH:32][C:19]1=2)[CH3:15]>>[ClH:1].[ClH:1].[CH3:36][N:8]([CH3:7])[C:9]1[CH:10]=[C:11]([CH:33]=[CH:34][CH:35]=1)[CH2:12][CH2:13][N:14]([CH2:16][CH2:17][N:18]1[C:24]2[CH:25]=[CH:26][CH:27]=[CH:28][C:23]=2[CH2:22][O:21][C:20]2[CH:29]=[CH:30][CH:31]=[CH:32][C:19]1=2)[CH3:15] |f:0.1,3.4.5|. Reported procedure: 5 ml of 2 M hydrochloric acid/ethyl ether was added to 5,11-dihydro-5-[2-[N-(3-dimethylaminophenethyl)-N-methylamino]ethyl]dibenzo[b,e][1,4]oxazepine (296 mg, 0.74 mmol), and they were stirred for 1 hour. The solvent was evaporated under reduced pressure to obtain the title compound in the form of light green crystals (285 mg, 81%). Starting materials: CCCCC(O)c1cccc(Br)n1, C1CCCCC1, C=COC(C)=O. Yields the product CCCCC(OC(C)=O)c1cccc(Br)n1. RXN SMILES: [Br:1][c:2]1[cH:3][cH:4][cH:5][c:6]([CH:8]([CH2:9][CH2:10][CH2:11][CH3:12])[OH:13])[n:7]1.[CH2:20]1[CH2:21][CH2:22][CH2:23][CH2:24][CH2:25]1.[CH3:14][C:15](=[O:16])[O:17][CH:18]=[CH2:19]>>[Br:1][c:2]1[cH:3][cH:4][cH:5][c:6]([CH:8]([CH2:9][CH2:10][CH2:11][CH3:12])[O:13][C:15]([CH3:14])=[O:16])[n:7]1. Reactants: NC1=CC=C(C(C(=O)O)=C1)O (5-aminosalicylic acid), COC1=CC=C(CCl)C=C1 (4-methoxybenzyl chloride). The product is COC1=CC=C(CNC2=CC=C(C(C(=O)O)=C2)O)C=C1 (5-(4-methoxybenzyl)aminosalicylic acid). The yield is 49.9%. RXN SMILES: [NH2:1][C:2]1[CH:10]=[C:6]([C:7]([OH:9])=[O:8])[C:5]([OH:11])=[CH:4][CH:3]=1.[CH3:12][O:13][C:14]1[CH:21]=[CH:20][C:17]([CH2:18]Cl)=[CH:16][CH:15]=1>>[CH3:12][O:13][C:14]1[CH:21]=[CH:20][C:17]([CH2:18][NH:1][C:2]2[CH:10]=[C:6]([C:7]([OH:9])=[O:8])[C:5]([OH:11])=[CH:4][CH:3]=2)=[CH:16][CH:15]=1. Reported procedure: By following the similar procedure in Synthesis Example 1 by using 5-aminosalicylic acid (1.00 g, 6.53 mmole) and 4-methoxybenzyl chloride (1.23 g, 7.84 mmole), 890 mg (50% yield) of 5-(4-methoxybenzyl)aminosalicylic acid was obtained as a white solid.: mp 205-206° C. Starting materials: N#Cc1cccnc1Br, CC(c1ccc(B2OC(C)(C)C(C)(C)O2)cc1)N1CCC(CC(C)(C)O)(c2ccccc2)OC1=O. The product is CC(c1ccc(-c2ncccc2C#N)cc1)N1CCC(CC(C)(C)O)(c2ccccc2)OC1=O. RXN SMILES: [Br:36][c:37]1[c:38]([C:39]#[N:40])[cH:41][cH:42][cH:43][n:44]1.[OH:1][C:2]([CH2:3][C:4]1([c:28]2[cH:29][cH:30][cH:31][cH:32][cH:33]2)[CH2:5][CH2:6][N:7]([CH:11]([CH3:12])[c:13]2[cH:14][cH:15][c:16]([B:19]3[O:20][C:21]([CH3:22])([CH3:23])[C:24]([CH3:25])([CH3:26])[O:27]3)[cH:17][cH:18]2)[C:8](=[O:10])[O:9]1)([CH3:34])[CH3:35]>>[OH:1][C:2]([CH2:3][C:4]1([c:28]2[cH:29][cH:30][cH:31][cH:32][cH:33]2)[CH2:5][CH2:6][N:7]([CH:11]([CH3:12])[c:13]2[cH:14][cH:15][c:16](-[c:37]3[c:38]([C:39]#[N:40])[cH:41][cH:42][cH:43][n:44]3)[cH:17][cH:18]2)[C:8](=[O:10])[O:9]1)([CH3:34])[CH3:35]. The reactants are NC1C(CN(C1)C(=O)OC(C)(C)C)C(=O)OC (1-tert-butyl 3-methyl 4-amino-1,3-pyrrolidinedicarboxylate), CC1=NC=2CC=CCC2C(=C1)CN1C=CC2=CC(=CC=C12)C(=O)Cl (1-[(2-methyl-5,8-dihydro-4-quinolinyl)methyl]-1H-indole-5-carbonyl chloride). The solvent is O (water), C(Cl)Cl (methylene chloride). Reaction conditions: time 3.5 hour. The product is CC1=NC2=CC=CC=C2C(=C1)CN1C=CC2=CC(=CC=C12)C(=O)NC1C(CN(C1)C(=O)OC(C)(C)C)C(=O)OC (1-tert-butyl 3-methyl 4-[({1-[(2-methyl-4-quinolinyl)methyl]-1H-indol-5-yl}carbonyl)amino]-1,3-pyrrolidinedicarboxylate). Yield: 69.1%. RXN SMILES: [NH2:1][CH:2]1[CH2:6][N:5]([C:7]([O:9][C:10]([CH3:13])([CH3:12])[CH3:11])=[O:8])[CH2:4][CH:3]1[C:14]([O:16][CH3:17])=[O:15].[CH3:18][C:19]1[CH:28]=[C:27]([CH2:29][N:30]2[C:38]3[C:33](=[CH:34][C:35]([C:39](Cl)=[O:40])=[CH:36][CH:37]=3)[CH:32]=[CH:31]2)[C:26]2[CH2:25][CH:24]=[CH:23][CH2:22][C:21]=2[N:20]=1>C(Cl)Cl.O>[CH3:18][C:19]1[CH:28]=[C:27]([CH2:29][N:30]2[C:38]3[C:33](=[CH:34][C:35]([C:39]([NH:1][CH:2]4[CH2:6][N:5]([C:7]([O:9][C:10]([CH3:13])([CH3:12])[CH3:11])=[O:8])[CH2:4][CH:3]4[C:14]([O:16][CH3:17])=[O:15])=[O:40])=[CH:36][CH:37]=3)[CH:32]=[CH:31]2)[C:26]2[C:21](=[CH:22][CH:23]=[CH:24][CH:25]=2)[N:20]=1. Procedure details: The 1-tert-butyl 3-methyl 4-amino-1,3-pyrrolidinedicarboxylate (0.10 g, 0.41 mmol) was combined with the acid chloride from step (501b) (0.10 g, 0.32 mmol) in methylene chloride (15 mL) and water saturated sodium bicarbonate (15 mL). The reaction was stirred for 3.5 h, partitioned between methylene chloride and water. The organic layer was washed with brine, dried over magnesium sulfate and concentrated to give a solid. This was purified by flash chromatography on silica gel eluting hexane: ethy... Starting materials: C(C)OC(CN1N=C(C=C1N)C=1C=NN(C1)C1OCCCC1)OCC (1-(2,2-Diethoxyethyl)-1′-(tetrahydro-2H-pyran-2-yl)-1H,1′H-3,4′-bipyrazole-5-amine), BrC1=C(C=CC(=C1)[N+](=O)[O-])C (2-bromo-4-nitrotoluene), C([O-])([O-])=O.[Cs+].[Cs+] (caesium carbonate), CC1(C2=C(C(=CC=C2)P(C3=CC=CC=C3)C4=CC=CC=C4)OC5=C(C=CC=C51)P(C6=CC=CC=C6)C7=CC=CC=C7)C (xantphos). The reagents and catalysts are C(C)(=O)[O-].[Pd+2].C(C)(=O)[O-] (palladium(II) acetate). Run in O1CCOCC1 (1,4-dioxane). Yields the product C(C)OC(CN1N=C(C=C1NC1=C(C=CC(=C1)[N+](=O)[O-])C)C=1C=NN(C1)C1OCCCC1)OCC (1-(2,2-Diethoxyethyl)-N-(2-methyl-5-nitrophenyl)-1′-(tetrahydro-2H-pyran-2-yl)-1H,1′H-3,4′-bipyrazole-5-amine). As a reaction SMILES: [CH2:1]([O:3][CH:4]([O:23][CH2:24][CH3:25])[CH2:5][N:6]1[C:10]([NH2:11])=[CH:9][C:8]([C:12]2[CH:13]=[N:14][N:15]([CH:17]3[CH2:22][CH2:21][CH2:20][CH2:19][O:18]3)[CH:16]=2)=[N:7]1)[CH3:2].Br[C:27]1[CH:32]=[C:31]([N+:33]([O-:35])=[O:34])[CH:30]=[CH:29][C:28]=1[CH3:36].C(=O)([O-])[O-].[Cs+].[Cs+].CC1(C)C2C(=C(P(C3C=CC=CC=3)C3C=CC=CC=3)C=CC=2)OC2C(P(C3C=CC=CC=3)C3C=CC=CC=3)=CC=CC1=2>O1CCOCC1.C([O-])(=O)C.[Pd+2].C([O-])(=O)C>[CH2:1]([O:3][CH:4]([O:23][CH2:24][CH3:25])[CH2:5][N:6]1[C:10]([NH:11][C:27]2[CH:32]=[C:31]([N+:33]([O-:35])=[O:34])[CH:30]=[CH:29][C:28]=2[CH3:36])=[CH:9][C:8]([C:12]2[CH:13]=[N:14][N:15]([CH:17]3[CH2:22][CH2:21][CH2:20][CH2:19][O:18]3)[CH:16]=2)=[N:7]1)[CH3:2] |f:2.3.4,7.8.9|. Procedure: Under argon, 12.3 g (35.2 mmol) of the compound of Example 1A, 9.9 g (45.8 mmol) of 2-bromo-4-nitrotoluene, 0.79 g (3.52 mmol) of palladium(II) acetate, 22.9 g (70.4 mmol) of caesium carbonate and 2.04 g (3.52 mmol) of xantphos [4,5-bis(diphenylphosphino)-9,9-dimethylxanthene] in 170 ml of 1,4-dioxane were heated at reflux for 4 h. After cooling to RT, the mixture was filtered through kieselguhr and the filtrate was concentrated on a rotary evaporator. The residue was taken up in ethyl acetate a...